From a dataset of the Open Reaction Database (ORD), a public repository of structured organic reaction records. describe an organic reaction: reactants, conditions, products, and yield Starting materials: [Br-].CC1=C(SC(=C1C)C)C[P+](C1=CC=CC=C1)(C1=CC=CC=C1)C1=CC=CC=C1 ((3,4,5-trimethyl-2-thenyl)triphenyl phosphonium bromide), C1CCCO1 (butylene oxide), C(C)OC(C=C(C=CC=C(C)C=O)C)=O (3-methyl-7-formyl-octa-2,4,6-trienoic acid ethyl ester). Run in CO.O (methanol water). Yields the product C(C)OC(C=C(\C=C\C=C(C=CC=1SC(=C(C1C)C)C)C)C)=O (trans-3,7-dimethyl-9-(3,4,5-trimethyl-2-thienyl)-2,4,6,8-nonatetraenoic acid ethyl ester). Reaction SMILES: [Br-].[CH3:2][C:3]1[C:7]([CH3:8])=[C:6]([CH3:9])[S:5][C:4]=1[CH2:10][P+](C1C=CC=CC=1)(C1C=CC=CC=1)C1C=CC=CC=1.C1OCCC1.[CH2:35]([O:37][C:38](=[O:49])[CH:39]=[C:40]([CH3:48])[CH:41]=[CH:42][CH:43]=[C:44]([CH:46]=O)[CH3:45])[CH3:36]>CO.O>[CH2:35]([O:37][C:38](=[O:49])[CH:39]=[C:40]([CH3:48])/[CH:41]=[CH:42]/[CH:43]=[C:44]([CH3:46])[CH:45]=[CH:10][C:4]1[S:5][C:6]([CH3:9])=[C:7]([CH3:8])[C:3]=1[CH3:2])[CH3:36] |f:0.1,4.5|. Procedure details: 3.2 G. of (3,4,5-trimethyl-2-thenyl)triphenyl phosphonium bromide were suspended in 80 ml. of butylene oxide and 1.5 g. of 3-methyl-7-formyl-octa-2,4,6-trienoic acid ethyl ester were added. The resulting mixture was refluxed under argon for one hour after which the solvent was evaporated. The residue which formed was diluted with a mixture of methanol/water (6:4) and extracted four times with hexane. The combined hexane solutions were washed once with methanol/water (6:4) and twice with pure wat... The reactants are BrCC1=C(SC(=C1)C1=CC=C(C=C1)C(F)(F)F)C(=O)OCC (ethyl 3-(bromomethyl)-5-[4-(trifluoromethyl)phenyl]thiophene-2-carboxylate), FC(C1=CC=C(C=C1)O)(F)F (4-(trifluoromethyl)phenol). The product is FC(C1=CC=C(OCC2=C(SC(=C2)C2=CC=C(C=C2)C(F)(F)F)CO)C=C1)(F)F ({3-{[4-(trifluoromethyl)phenoxy]methyl}-5-[4-(trifluoromethyl)phenyl]thien-2-yl}methanol). RXN SMILES: Br[CH2:2][C:3]1[CH:7]=[C:6]([C:8]2[CH:13]=[CH:12][C:11]([C:14]([F:17])([F:16])[F:15])=[CH:10][CH:9]=2)[S:5][C:4]=1[C:18](OCC)=[O:19].[F:23][C:24]([F:33])([F:32])[C:25]1[CH:30]=[CH:29][C:28]([OH:31])=[CH:27][CH:26]=1>>[F:23][C:24]([F:32])([F:33])[C:25]1[CH:30]=[CH:29][C:28]([O:31][CH2:2][C:3]2[CH:7]=[C:6]([C:8]3[CH:13]=[CH:12][C:11]([C:14]([F:16])([F:15])[F:17])=[CH:10][CH:9]=3)[S:5][C:4]=2[CH2:18][OH:19])=[CH:27][CH:26]=1. Procedure: Prepared from intermediate 43 and 4-(trifluoromethyl)phenol Starting materials: [BH3-]C#N, CO, NCC(O)c1cc(Cl)cc(Cl)c1, [Na+], COC(=O)Cc1ccc(OCC(C)=O)cc1, c1ccccc1. Product: COC(=O)Cc1ccc(OCC(C)NCC(O)c2cc(Cl)cc(Cl)c2)cc1. RXN SMILES: [C:35]([BH3-:36])#[N:37].[CH3:39][OH:40].[NH2:1][CH2:2][CH:3]([OH:4])[c:5]1[cH:6][c:7]([Cl:12])[cH:8][c:9]([Cl:11])[cH:10]1.[Na+:38].[O:13]=[C:14]([CH2:15][O:16][c:17]1[cH:18][cH:19][c:20]([CH2:23][C:24](=[O:25])[O:26][CH3:27])[cH:21][cH:22]1)[CH3:28].[cH:29]1[cH:30][cH:31][cH:32][cH:33][cH:34]1>>[NH:1]([CH2:2][CH:3]([OH:4])[c:5]1[cH:6][c:7]([Cl:12])[cH:8][c:9]([Cl:11])[cH:10]1)[CH:14]([CH2:15][O:16][c:17]1[cH:18][cH:19][c:20]([CH2:23][C:24](=[O:25])[O:26][CH3:27])[cH:21][cH:22]1)[CH3:28]. The reactants are C(C)(C)(C)NC1=NC2=C(C=CC=C2C(N1CCOCCOC)=O)I (2-(tert-butylamino)-8-iodo-3-(2-(2-methoxy-ethoxy)ethyl)quinazolin-4(3H)-one), C[C@H]1NC(C2=C1NC(=C2)B2OC(C(O2)(C)C)(C)C)=O ((R)-6-methyl-2-(4,4,5,5-tetramethyl-1,3,2-dioxaborolan-2-yl)-5,6-dihydropyrrolo[3,4-b]pyrrol-4(1H)-one). Yields the product C(C)(C)(C)NC1=NC2=C(C=CC=C2C(N1CCOCCOC)=O)C1=CC2=C(N1)[C@H](NC2=O)C (2-(tert-butylamino)-3-(2-(2-methoxyethoxyl)ethyl)-8-((6R)-6-methyl-4-oxo-1,4,5,6-tetrahydropyrrolo[3,4-b]pyrrol-2-yl)-4(3H)-quinazolinone). The yield is 40.2%. Reaction SMILES: [C:1]([NH:5][C:6]1[N:15]([CH2:16][CH2:17][O:18][CH2:19][CH2:20][O:21][CH3:22])[C:14](=[O:23])[C:13]2[C:8](=[C:9](I)[CH:10]=[CH:11][CH:12]=2)[N:7]=1)([CH3:4])([CH3:3])[CH3:2].[CH3:25][C@@H:26]1[C:30]2[NH:31][C:32](B3OC(C)(C)C(C)(C)O3)=[CH:33][C:29]=2[C:28](=[O:43])[NH:27]1>>[C:1]([NH:5][C:6]1[N:15]([CH2:16][CH2:17][O:18][CH2:19][CH2:20][O:21][CH3:22])[C:14](=[O:23])[C:13]2[C:8](=[C:9]([C:32]3[NH:31][C:30]4[C@@H:26]([CH3:25])[NH:27][C:28](=[O:43])[C:29]=4[CH:33]=3)[CH:10]=[CH:11][CH:12]=2)[N:7]=1)([CH3:4])([CH3:3])[CH3:2]. Procedure: This compound (102 mg, 40% yield) as a tan amorphous solid was prepared according to the procedure described for Example 448, using 2-(tert-butylamino)-8-iodo-3-(2-(2-methoxyethoxyl)ethyl)quinazolin-4(3H)-one (716) (250 mg, 0.56 mmol) and (R)-6-methyl-2-(4,4,5,5-tetramethyl-1,3,2-dioxaborolan-2-yl)-5,6-dihydropyrrolo[3,4-b]pyrrol-4(1H)-one (705) (178 mg, 0.68 mmol) as the starting materials. 1H NMR (400 MHz, MeOH-d4) δ ppm 7.99 (2H, dd, J=7.6, 1.8 Hz), 7.23 (1H, t, J=7.7 Hz), 6.75 (1H, s), 4.69 ... Starting materials: C(C1=CC=CC=C1)OC(=O)N1[C@H](CC[C@H]1C(NC1=CC(=CC=C1)OC(F)(F)F)=O)CNC(C)=O ((2R,5S)-2-(acetylamino-methyl)-5-(3-trifluoromethoxy-phenylcarbamoyl)-pyrrolidine-1-carboxylic acid benzyl ester). The reagents and catalysts are [Pd] (Pd/C). Solvent: C1CCOC1 (THF). Conditions: time 5 hour. Yields the product FC(OC=1C=C(C=CC1)NC(=O)[C@H]1N[C@H](CC1)CNC(C)=O)(F)F ((2S,5R)-5-(Acetylamino-methyl)-pyrrolidine-2-carboxylic acid (3-trifluoromethoxy-phenyl)-amide). Reaction SMILES: C(OC([N:11]1[C@H:15]([C:16](=[O:29])[NH:17][C:18]2[CH:23]=[CH:22][CH:21]=[C:20]([O:24][C:25]([F:28])([F:27])[F:26])[CH:19]=2)[CH2:14][CH2:13][C@@H:12]1[CH2:30][NH:31][C:32](=[O:34])[CH3:33])=O)C1C=CC=CC=1>C1COCC1.[Pd]>[F:27][C:25]([F:26])([F:28])[O:24][C:20]1[CH:19]=[C:18]([NH:17][C:16]([C@@H:15]2[CH2:14][CH2:13][C@H:12]([CH2:30][NH:31][C:32](=[O:34])[CH3:33])[NH:11]2)=[O:29])[CH:23]=[CH:22][CH:21]=1. Procedure details: To a solution of (2R,5S)-2-(acetylamino-methyl)-5-(3-trifluoromethoxy-phenylcarbamoyl)-pyrrolidine-1-carboxylic acid benzyl ester (48 mg, 0.1 mmol) in THF (0.3 mL) was added Pd/C (10%, 2.1 mg). The solution was degassed 3 times replacing air by nitrogen and finally nitrogen by hydrogen. The reaction mixture was further stirred under hydrogen atmosphere for 5 h. The catalyst was removed through a pad of Celite and washed with THF. Solvents were concentrated and the resulting residue was used with... The reactants are [OH-].[Na+] (sodium hydroxide), P12(=S)SP3(=S)SP(=S)(S1)SP(=S)(S2)S3 (phosphorus pentasulphide), BrC(C(=O)C1=CC=C(C=C1)OC)C1=CC=C(C=C1)OC (2-bromo-1,2-bis-(p-methoxyphenyl)-ethanone), C(=O)N (formamide). The solvent is C1=CC=CC=C1 (benzene). The product is COC1=CC=C(C=C1)C=1N=CSC1C1=CC=C(C=C1)OC (4,5-bis-(p-methoxyphenyl)-thiazole). As a reaction SMILES: P12(SP3(SP(SP(S3)(S1)=S)(=S)S2)=S)=[S:2].Br[CH:16]([C:27]1[CH:32]=[CH:31][C:30]([O:33][CH3:34])=[CH:29][CH:28]=1)[C:17]([C:19]1[CH:24]=[CH:23][C:22]([O:25][CH3:26])=[CH:21][CH:20]=1)=O.[OH-].[Na+].[CH:37]([NH2:39])=O>C1C=CC=CC=1>[CH3:26][O:25][C:22]1[CH:23]=[CH:24][C:19]([C:17]2[N:39]=[CH:37][S:2][C:16]=2[C:27]2[CH:32]=[CH:31][C:30]([O:33][CH3:34])=[CH:29][CH:28]=2)=[CH:20][CH:21]=1 |f:2.3|. Procedure details: 7 g of phosphorus pentasulphide in 20 ml of formamide are added to a solution of 7 g of 2-bromo-1,2-bis-(p-methoxyphenyl)-ethanone in 20 ml of benzene and the mixture is heated at the boil for 1 hour. It is allowed to cool, neutralised with 10% strength sodium hydroxide solution and extracted by shaking with chloroform. The organic phase is removed, washed with water, dried over magnesium sulphate and concentrated by evaporation. 4,5-bis-(p-methoxyphenyl)-thiazole having a melting point of 98°-9...